This data is from the Open Reaction Database (ORD), a public repository of structured organic reaction records. The task is: describe an organic reaction: reactants, conditions, products, and yield The reactants are NC1=CC=C(C=C1)O (4-aminophenol), C(C)OC=C(C(=O)OCC)C(=O)OCC (diethyl ethoxymethylenemalonate), C1(=CC=CC=C1)OC1=CC=CC=C1 (Diphenyl ether). The solvent is C(C)O (ethanol), C(C)O (ethanol). The product is OC1=C(C=NC2=CC=C(C=C12)O)C(=O)OCC (ethyl 4,6-dihydroxyquinoline-3-carboxylate). Isolated yield 5.5%. Reaction SMILES: [NH2:1][C:2]1[CH:7]=[CH:6][C:5]([OH:8])=[CH:4][CH:3]=1.C([O:11][CH:12]=[C:13]([C:19](OCC)=O)[C:14]([O:16][CH2:17][CH3:18])=[O:15])C.C1(OC2C=CC=CC=2)C=CC=CC=1>C(O)C>[OH:11][C:12]1[C:7]2[C:2](=[CH:3][CH:4]=[C:5]([OH:8])[CH:6]=2)[N:1]=[CH:19][C:13]=1[C:14]([O:16][CH2:17][CH3:18])=[O:15]. Procedure details: A mixture of 4-aminophenol (5.457 g) and diethyl ethoxymethylenemalonate (10.81 g) is heated to 130° C. for 2 h with removal of ethanol by a Dean-Stark trap. The reaction is cooled to room temperature. Diphenyl ether (50 mL) is added and the mixture is heated to 250° C. for 45 min with removal of ethanol by a Dean-Stark trap. The solution is cooled to 80° C. and the resulting solid is collected and washed with hexanes. The solid is suspended in 250 mL MeOH and brought to a boil. The insoluble ma... Starting materials: C(#N)C[C@@H]1C[C@@H](N(CC1)CC=C)C(=O)OCC (ethyl cis-(+)-4-cyanomethyl-N-allyl-2-piperidinecarboxylate), ClC(=O)OC=C (vinyl chloroformate), CN(C1=CC=CC2=CC=CC(=C12)N(C)C)C (1,8-bis-dimethylaminonaphthalene). Solvent: ClCCl (dichloromethane). The product is C(#N)C[C@@H]1C[C@@H](N(CC1)C(=O)OC=C)C(=O)OCC (Ethyl cis-(-)-4-cyanomethyl-N-vinyloxycarbonyl-2-piperidinecarboxylate). Yield: 79.9%. Reaction SMILES: [C:1]([CH2:3][C@H:4]1[CH2:9][CH2:8][N:7](CC=C)[C@@H:6]([C:13]([O:15][CH2:16][CH3:17])=[O:14])[CH2:5]1)#[N:2].Cl[C:19]([O:21][CH:22]=[CH2:23])=[O:20].CN(C)C1C2C(=CC=CC=2N(C)C)C=CC=1>ClCCl>[C:1]([CH2:3][C@H:4]1[CH2:9][CH2:8][N:7]([C:19]([O:21][CH:22]=[CH2:23])=[O:20])[C@@H:6]([C:13]([O:15][CH2:16][CH3:17])=[O:14])[CH2:5]1)#[N:2]. Procedure: A solution of 2.0 g of the product from step C above, 1.8 g (16.5 mmol) of vinyl chloroformate and 3.5 g (16.5 mmol) of 1,8-bis-dimethylaminonaphthalene in 40 ml of dichloromethane was heated to reflux for 6 hr. The mixture was then cooled to ambient temperature and concentrated under vacuum. The residue was dissolved in diethyl ether and was washed twice with 10% aqueous sodium hydrogen sulfate and once with saturated aqueous sodium bicarbonate. The organic layer was dried over magnesium sulfat... Starting materials: CCOC(C)=O, CO, COC(=O)c1cccc(-c2cccc(CC3CCC=C3c3nc(-c4ccccc4)c(-c4ccccc4)o3)c2)c1. The product is COC(=O)c1cccc(-c2cccc(CC3CCCC3c3nc(-c4ccccc4)c(-c4ccccc4)o3)c2)c1. RXN SMILES: [CH3:40][CH2:41][O:42][C:43]([CH3:44])=[O:45].[CH3:46][OH:47].[c:1]1(-[c:7]2[n:8][c:9]([C:18]3=[CH:22][CH2:21][CH2:20][CH:19]3[CH2:23][c:24]3[cH:25][c:26](-[c:30]4[cH:31][c:32]([C:36](=[O:37])[O:38][CH3:39])[cH:33][cH:34][cH:35]4)[cH:27][cH:28][cH:29]3)[o:10][c:11]2-[c:12]2[cH:13][cH:14][cH:15][cH:16][cH:17]2)[cH:2][cH:3][cH:4][cH:5][cH:6]1>>[c:1]1(-[c:7]2[n:8][c:9]([CH:18]3[CH:19]([CH2:23][c:24]4[cH:25][c:26](-[c:30]5[cH:31][c:32]([C:36](=[O:37])[O:38][CH3:39])[cH:33][cH:34][cH:35]5)[cH:27][cH:28][cH:29]4)[CH2:20][CH2:21][CH2:22]3)[o:10][c:11]2-[c:12]2[cH:13][cH:14][cH:15][cH:16][cH:17]2)[cH:2][cH:3][cH:4][cH:5][cH:6]1.